This data is from the Open Reaction Database (ORD), a public repository of structured organic reaction records. The task is: describe an organic reaction: reactants, conditions, products, and yield Product: CN(C1=CC(=C(C=C1)C=C(CC)[N+](=O)[O-])Cl)C (N,N-DIMETHYL-3-CHLORO-4-(2-NITRO-1-BUTENYL)ANILINE). RXN SMILES: [Cl:1][C:2]1[CH:9]=[C:8]([N:10]([CH3:12])[CH3:11])[CH:7]=[CH:6][C:3]=1[CH:4]=O.[N+:13]([CH2:16][CH2:17][CH3:18])([O-:15])=[O:14].C([O-])(=O)C.[NH4+].O>C(O)CC>[CH3:11][N:10]([CH3:12])[C:8]1[CH:7]=[CH:6][C:3]([CH:4]=[C:16]([N+:13]([O-:15])=[O:14])[CH2:17][CH3:18])=[C:2]([Cl:1])[CH:9]=1 |f:2.3|. Reactants: O (water), ClC1=C(C=O)C=CC(=C1)N(C)C (2-chloro-4-dimethylaminobenzaldehyde), [N+](=O)([O-])CCC (1-nitropropane), C(C)(=O)[O-].[NH4+] (ammonium acetate). Run in C(CC)O (1-propanol). Procedure: A solution of 36.8 g of 2-chloro-4-dimethylaminobenzaldehyde, 25 ml of 1-nitropropane and 20 g of ammonium acetate in 150 ml of 1-propanol is refluxed for 15 hours. The mixture is then poured into 1.5 l of water whereupon the compound separates as a viscous red oil. Recrystallization twice from aqueous acetic acid yields 5.0 g of the compound, melting at 90°-91°. Reactants: CC1=C(SC2=C1C(=NCC=1N2N=C(N1)C(=O)N1CCCCC1)C1=CC=CC=C1)C (7,8-dimethyl-6-phenyl-2-piperdinocarbonyl-4H-thieno[3,2-f]-s-triazolo[1,5-a][1,4]diazepine), ClC1=C(C=CC=C1)C1=NCC=2N(C3=C1C=C(S3)CC)N=C(N2)C(=O)N (6-(2-chlorophenyl)-8-ethyl-4H-thieno[3,2-f]-s-triazolo[1,5-a]-[1,4]diazepine-2-carboxamide), ClC1=CC(=CC=C1)C(=O)OO (m-chloroperbenzoic acid). Yields the product CC1=C(SC2=C1C(=[N+](CC=1N2N=C(N1)C(=O)N1CCCCC1)[O-])C1=CC=CC=C1)C (7,8-dimethyl-6-phenyl-2-piperidinocarbonyl-4H-thieno[3,2-f]-s-triazolo-[1,5-a][1,4]diazepine-5-oxide). Reaction SMILES: [CH3:1][C:2]1[C:6]2[C:7]([C:23]3[CH:28]=[CH:27][CH:26]=[CH:25][CH:24]=3)=[N:8][CH2:9][C:10]3[N:11]([N:12]=[C:13]([C:15]([N:17]4[CH2:22][CH2:21][CH2:20][CH2:19][CH2:18]4)=[O:16])[N:14]=3)[C:5]=2[S:4][C:3]=1[CH3:29].ClC1C=CC=CC=1C1C2C=C(CC)SC=2N2N=C(C(N)=[O:53])N=C2CN=1.ClC1C=CC=C(C(OO)=O)C=1>>[CH3:1][C:2]1[C:6]2[C:7]([C:23]3[CH:24]=[CH:25][CH:26]=[CH:27][CH:28]=3)=[N+:8]([O-:53])[CH2:9][C:10]3[N:11]([N:12]=[C:13]([C:15]([N:17]4[CH2:18][CH2:19][CH2:20][CH2:21][CH2:22]4)=[O:16])[N:14]=3)[C:5]=2[S:4][C:3]=1[CH3:29]. Reported procedure: Each of 7,8-dimethyl-6-phenyl-2-piperdinocarbonyl-4H-thieno[3,2-f]-s-triazolo[1,5-a][1,4]diazepine and 6-(2-chlorophenyl)-8-ethyl-4H-thieno[3,2-f]-s-triazolo[1,5-a]-[1,4]diazepine-2-carboxamide is treated with 70% m-chloroperbenzoic acid in the same manner as in a) to give 7,8-dimethyl-6-phenyl-2-piperidinocarbonyl-4H-thieno[3,2-f]-s-triazolo-[1,5-a][1,4]diazepine-5-oxide, as colorless prisms melting at 213° to 214° C. and 2-carbamoyl-6-(2-chlorophenyl)-8-ethyl-4H-thieno[3,2-f]-s-triazolo[1,5-a]...